This data is from the Open Reaction Database (ORD), a public repository of structured organic reaction records. The task is: describe an organic reaction: reactants, conditions, products, and yield The reactants are ClC1=NC=CC(=C1)N(C)C1=CC(=C(C=C1)[N+](=O)[O-])F (2-chloro-N-(3-fluoro-4-nitro-phenyl)-N-methyl-pyridin-4-amine), C1(CC1)C(=O)N (cyclopropanecarboxamide), C(=O)([O-])[O-].[Cs+].[Cs+] (Cs2CO3), C1(=CC=CC=C1)P(C1=C(C2=CC=CC=C2C=C1)C1=C(C=CC2=CC=CC=C12)P(C1=CC=CC=C1)C1=CC=CC=C1)C1=CC=CC=C1 ((±)-2,2′-bis(diphenylphosphino)-1,1′-binaphthalene). The reagents and catalysts are C=1C=CC(=CC1)/C=C/C(=O)/C=C/C2=CC=CC=C2.C=1C=CC(=CC1)/C=C/C(=O)/C=C/C2=CC=CC=C2.C=1C=CC(=CC1)/C=C/C(=O)/C=C/C2=CC=CC=C2.[Pd].[Pd] (tris(dibenzylideneacetone)dipalladium). Run in O1CCOCC1 (1,4-dioxane), CCOC(=O)C (EtOAc). Product: FC=1C=C(NC2=CC(=NC=C2)NC(=O)C2CC2)C=CC1[N+](=O)[O-] (N-[4-(3-fluoro-4-nitro-anilino)-2-pyridyl]cyclopropanecarboxamide). The yield is 74.4%. As a reaction SMILES: Cl[C:2]1[CH:7]=[C:6]([N:8]([C:10]2[CH:15]=[CH:14][C:13]([N+:16]([O-:18])=[O:17])=[C:12]([F:19])[CH:11]=2)C)[CH:5]=[CH:4][N:3]=1.[CH:20]1([C:23]([NH2:25])=[O:24])[CH2:22][CH2:21]1.C([O-])([O-])=O.[Cs+].[Cs+].C1(P(C2C=CC=CC=2)C2C=CC3C(=CC=CC=3)C=2C2C3C(=CC=CC=3)C=CC=2P(C2C=CC=CC=2)C2C=CC=CC=2)C=CC=CC=1>O1CCOCC1.C1C=CC(/C=C/C(/C=C/C2C=CC=CC=2)=O)=CC=1.C1C=CC(/C=C/C(/C=C/C2C=CC=CC=2)=O)=CC=1.C1C=CC(/C=C/C(/C=C/C2C=CC=CC=2)=O)=CC=1.[Pd].[Pd].CCOC(C)=O>[F:19][C:12]1[CH:11]=[C:10]([CH:15]=[CH:14][C:13]=1[N+:16]([O-:18])=[O:17])[NH:8][C:6]1[CH:5]=[CH:4][N:3]=[C:2]([NH:25][C:23]([CH:20]2[CH2:22][CH2:21]2)=[O:24])[CH:7]=1 |f:2.3.4,7.8.9.10.11|. Procedure details: Add 2-chloro-N-(3-fluoro-4-nitro-phenyl)-N-methyl-pyridin-4-amine (190 mg, 0.68 mmol), cyclopropanecarboxamide (85 mg, 2.03 mmol), Cs2CO3 (440 mg, 1.35 mmol), (±)-2,2′-bis(diphenylphosphino)-1,1′-binaphthalene (BINAP, 43 mg, 0.05 mmol) and tris(dibenzylideneacetone)dipalladium [Pd2(dba)3, 42 mg, 0.07 mmol] in 1,4-dioxane (6 mL) under N2. Heat the reaction at 125° C. for 16 hrs. TLC (EtOAc:PE=2:1) shows the reaction is complete. Cool to room temperature, filter, and concentrate the filtrate under...